This data is from the Open Reaction Database (ORD), a public repository of structured organic reaction records. The task is: describe an organic reaction: reactants, conditions, products, and yield The reactants are OC1=C(C(=C(C=C1[N+](=O)[O-])[N+](=O)[O-])O)Cl (1,3-dihydroxy-2-chloro-4,6-dinitrobenzene), CC(=O)[O-].[Na+] (NaOAc), Cl (HCl), O.O.Cl[Sn]Cl (SnC12.2H2O), [H][H] (hydrogen). The reagents and catalysts are [Pd] (Pd/C). The solvent is O (H2O), C(C)(=O)O (acetic acid), O (H2O). Yields the product Cl.Cl.NC1=CC(=C(C=C1O)O)N (diamino resorcinol dihydrochloride). As a reaction SMILES: [OH:1][C:2]1[C:7]([N+:8]([O-])=O)=[CH:6][C:5]([N+:11]([O-])=O)=[C:4]([OH:14])[C:3]=1[Cl:15].CC([O-])=O.[Na+].[H][H].Cl.O.O.[Cl:26][Sn]Cl>O.[Pd].C(O)(=O)C>[ClH:15].[ClH:26].[NH2:8][C:7]1[C:2]([OH:1])=[CH:3][C:4]([OH:14])=[C:5]([NH2:11])[CH:6]=1 |f:1.2,5.6.7,11.12.13|. Procedure details: A one-liter Hastalloy C autoclave equipped with a gas dispersion stirrer and cooling coil is charged with 117.3 g (0.5 mole) of 1,3-dihydroxy-2-chloro-4,6-dinitrobenzene, 400 ml of glacial acetic acid, 41 g (~0.5 mole) of NaOAc, ~7.0 g of 10 percent Pd/C and 100 ml of H2O. The sealed reactor is charged with 400 psi of H2 and the temperature is brought to 40° C. and maintained between 40°C.-50° C. during the course of the reaction. After a brief induction period, the uptake of hydrogen becomes ex...